The task is: describe an organic reaction: reactants, conditions, products, and yield. This data is from the Open Reaction Database (ORD), a public repository of structured organic reaction records. Starting materials: [N+](=O)([O-])C1=CC=C(C=C1)COC(=O)N1C(CC(C1)SC(C(C(=O)OCC1=CC=C(C=C1)[N+](=O)[O-])=O)C(C)C1NC(C1C(C)O[Si](C)(C)C(C)(C)C)=O)C(=O)N(C)C (2-[(dimethylamino)carbonyl]-4-[[1-[1-[3-[1-[[(1,1-di-methylethyl)dimethylsilyl]oxy]ethyl]-4-oxo-2-azetidinyl]ethyl]-3-[(4-nitrophenyl)methoxy]-2,3-dioxopropyl]thio]-1-pyrrolidinecarboxylic acid (4-nitrophenyl)methyl ester), C(C)(=O)OCC (ethyl acetate), solution. The reagents and catalysts are [Ti](Cl)(Cl)(Cl)Cl (Titanium tetrachloride). The solvent is O1CCCC1 (tetrahydrofuran), ClCCl (dichloromethane), O1CCCC1 (tetrahydrofuran). Yields the product [N+](=O)([O-])C1=CC=C(C=C1)COC(=O)C=1N2C(C(C2C(C1SC1CN(C(C1)C(=O)N(C)C)C(=O)OCC1=CC=C(C=C1)[N+](=O)[O-])C)C(C)O[Si](C)(C)C(C)(C)C)=O (3-[[5-[(dimethylamino)carbonyl]-1-[[(4-nitrophenyl)methoxy]carbonyl]-3-pyrrolidinyl]thio]-6-[1-[[(1,1-dimethylethyl)dimethylsilyl]oxy]ethyl]-4-methyl-7-oxo-1-azabicyclo[3.2.0]hept-2-ene-2-carboxylic acid (4-nitrophenyl)methyl ester), oil. Isolated yield 77.0%. RXN SMILES: [N+:1]([C:4]1[CH:9]=[CH:8][C:7]([CH2:10][O:11][C:12]([N:14]2[CH2:18][CH:17]([S:19][CH:20]([CH:36]([CH:38]3[CH:41]([CH:42]([O:44][Si:45]([C:48]([CH3:51])([CH3:50])[CH3:49])([CH3:47])[CH3:46])[CH3:43])[C:40](=[O:52])[NH:39]3)[CH3:37])C(=O)C(OCC3C=CC([N+]([O-])=O)=CC=3)=O)[CH2:16][CH:15]2[C:53]([N:55]([CH3:57])[CH3:56])=[O:54])=[O:13])=[CH:6][CH:5]=1)([O-:3])=[O:2].[C:58]([O:61][CH2:62][CH3:63])(=[O:60])[CH3:59]>ClCCl.O1CCCC1.[Ti](Cl)(Cl)(Cl)Cl>[N+:1]([C:4]1[CH:9]=[CH:8][C:63]([CH2:62][O:61][C:58]([C:59]2[N:39]3[CH:38]([CH:36]([CH3:37])[C:20]=2[S:19][CH:17]2[CH2:16][CH:15]([C:53]([N:55]([CH3:57])[CH3:56])=[O:54])[N:14]([C:12]([O:11][CH2:10][C:7]4[CH:6]=[CH:5][C:4]([N+:1]([O-:3])=[O:2])=[CH:9][CH:8]=4)=[O:13])[CH2:18]2)[CH:41]([CH:42]([O:44][Si:45]([C:48]([CH3:49])([CH3:51])[CH3:50])([CH3:46])[CH3:47])[CH3:43])[C:40]3=[O:52])=[O:60])=[CH:6][CH:5]=1)([O-:3])=[O:2]. Procedure details: Titanium tetrachloride (3.12 ml of a 1.0M solution in dichloromethane) is added to 1.5 ml of dry tetrahydrofuran under argon at .room temperature. To this mixture is added [2S-[2Alpha,4alpha[R*(or S*)-[1S*,1[2R*,3R*, -3(S*)]]]]]-2-[(dimethylamino)carbonyl]-4-[[1-[1-[3-[1-[[(1,1-di-methylethyl)dimethylsilyl]oxy]ethyl]-4-oxo-2-azetidinyl]ethyl]-3-[(4-nitrophenyl)methoxy]-2,3-dioxopropyl]thio]-1-pyrrolidinecarboxylic acid (4-nitrophenyl)methyl ester (0.392 g) in 2.5 ml of tetrahydrofuran. After 30 ...